From a dataset of the Open Reaction Database (ORD), a public repository of structured organic reaction records. describe an organic reaction: reactants, conditions, products, and yield The reactants are C(C1=CC=CC=C1)N1C(=C(C2=C(C=CC=C12)C1=CC=C(OCC#N)C=C1)C)C1=CC=CC=C1 ([4-(1-benzyl-3-methyl-2-phenyl-1H-indol-4-yl)-phenoxy]-acetonitrile), [N-]=[N+]=[N-].[Na+] (NaN3), [NH4+].[Cl-] (NH4Cl). Run in CN(C)C=O (DMF). Product: C(C1=CC=CC=C1)N1C(=C(C2=C(C=CC=C12)C1=CC=C(C=C1)OCC1=NN=NN1)C)C1=CC=CC=C1 (1-Benzyl-3-methyl-2-phenyl-4-[4-(1H-tetrazol-5-ylmethoxy)-phenyl]-1H-indole), product. Yield: 71.0%. As a reaction SMILES: [CH2:1]([N:8]1[C:16]2[C:11](=[C:12]([C:17]3[CH:26]=[CH:25][C:20]([O:21][CH2:22][C:23]#[N:24])=[CH:19][CH:18]=3)[CH:13]=[CH:14][CH:15]=2)[C:10]([CH3:27])=[C:9]1[C:28]1[CH:33]=[CH:32][CH:31]=[CH:30][CH:29]=1)[C:2]1[CH:7]=[CH:6][CH:5]=[CH:4][CH:3]=1.[N-:34]=[N+:35]=[N-:36].[Na+].[NH4+].[Cl-]>CN(C=O)C>[CH2:1]([N:8]1[C:16]2[C:11](=[C:12]([C:17]3[CH:26]=[CH:25][C:20]([O:21][CH2:22][C:23]4[NH:36][N:35]=[N:34][N:24]=4)=[CH:19][CH:18]=3)[CH:13]=[CH:14][CH:15]=2)[C:10]([CH3:27])=[C:9]1[C:28]1[CH:33]=[CH:32][CH:31]=[CH:30][CH:29]=1)[C:2]1[CH:3]=[CH:4][CH:5]=[CH:6][CH:7]=1 |f:1.2,3.4|. Procedure: The desired product was prepared using a procedure similar to step 6 of example 3. Thus, [4-(1-benzyl-3-methyl-2-phenyl-1H-indol-4-yl)-phenoxy]-acetonitrile (0.270 g, 0.630 mmol) was reacted with NaN3 (0.205 g, 3.150 mmol) and NH4Cl (0.168 g, 3.150 mmol) in DMF (5 ml) to give the product (0.211 g, 0.447 mmol, 71%) as a white solid, mp 174-177° C. 1H NMR (DMSO-d6) δ 1.71 (s, 3H), 5.30 (s, 2H), 5.52 (s, 2H), 6.84 (d, J=7.0 Hz, 1H), 6.88 (d, J=7.0 Hz, 2H), 7.10-7.13 (m, 3H), 7.16 (t, J=7.0 Hz, 1H),... Starting materials: F[C@H]1C[C@H](N(C1)C(=O)OC(C)(C)C)C(N[C@H]1CC[C@@H]2CNC[C@@H]21)=O ((2S,4S)-tert-butyl 4-fluoro-2-((3aR,4S,6aS)-octahydrocyclopenta[c]pyrrol-4-ylcarbamoyl)pyrrolidine-1-carboxylate), BrC1=NC=CC(=N1)C(F)(F)F (2-bromo-4-(trifluoromethyl)pyrimidine), BrC1=NC=CC(=C1)C(F)(F)F (2-bromo-4-(trifluoromethyl)pyridine). The product is CN[C@@H](CC(C)C)C(=O)N[C@H]1CC[C@@H]2CN(C[C@@H]21)C2=NC=CC(=N2)C(F)(F)F (N2-methyl-N-{(3aR,4S,6aS)-2-[4-(trifluoromethyl)pyrimidin-2-yl]octahydrocyclopenta[c]pyrrol-4-yl}-L-leucinamide). Reaction SMILES: F[C@@H:2]1[CH2:6][N:5]([C:7](OC(C)(C)C)=O)[C@H:4]([C:14](=[O:24])[NH:15][C@@H:16]2[C@@H:23]3[C@@H:19]([CH2:20][NH:21][CH2:22]3)[CH2:18][CH2:17]2)[CH2:3]1.Br[C:26]1[N:31]=[C:30]([C:32]([F:35])([F:34])[F:33])[CH:29]=[CH:28][N:27]=1.Br[C:37]1C=C(C(F)(F)F)C=CN=1>>[CH3:7][NH:5][C@H:4]([C:14]([NH:15][C@@H:16]1[C@@H:23]2[C@@H:19]([CH2:20][N:21]([C:26]3[N:31]=[C:30]([C:32]([F:35])([F:34])[F:33])[CH:29]=[CH:28][N:27]=3)[CH2:22]2)[CH2:18][CH2:17]1)=[O:24])[CH2:3][CH:2]([CH3:6])[CH3:37]. Procedure details: The title compound was prepared by substituting tert-butyl methyl((S)-4-methyl-1-((3aR,4S,6aS)-octahydrocyclopenta[c]pyrrol-4-ylamino)-1-oxopentan-2-yl)carbamate from Example 619 Step 1 for (2S,4S)-tert-butyl 4-fluoro-2-((3aR,4S,6aS)-octahydrocyclopenta[c]pyrrol-4-ylcarbamoyl)pyrrolidine-1-carboxylate and 2-bromo-4-(trifluoromethyl)pyrimidine for 2-bromo-4-(trifluoromethyl)pyridine in the procedure described in Example 637: 1H NMR (400 MHz, pyridine-d5) δ ppm 8.49 (d, J=4.8, 1H), 7.75-7.64 (m, 1... The reactants are CCOc1cc(Cl)c(S(=O)(=O)N2CCCC2)cc1C(=O)OC, C[Al](C)C, CCOc1cc(C(C)(C)C)ccc1C1=NC(C)(c2ccc(Cl)cc2)C(C)(c2ccc(Cl)cc2)N1. The product is CCOc1cc(Cl)c(S(=O)(=O)N2CCCC2)cc1C1=NC(C)(c2ccc(Cl)cc2)C(C)(c2ccc(Cl)cc2)N1. As a reaction SMILES: [CH3:35][O:36][C:37]([c:38]1[c:39]([O:53][CH2:54][CH3:55])[cH:40][c:41]([Cl:52])[c:42]([S:44](=[O:45])(=[O:46])[N:47]2[CH2:48][CH2:49][CH2:50][CH2:51]2)[cH:43]1)=[O:56].[CH3:57][Al:58]([CH3:59])[CH3:60].[Cl:1][c:2]1[cH:3][cH:4][c:5]([C:8]2([CH3:34])[N:9]=[C:10]([c:21]3[cH:22][cH:23][c:24]([C:25]([CH3:26])([CH3:27])[CH3:28])[cH:29][c:30]3[O:31][CH2:32][CH3:33])[NH:11][C:12]2([CH3:13])[c:14]2[cH:15][cH:16][c:17]([Cl:20])[cH:18][cH:19]2)[cH:6][cH:7]1>>[Cl:1][c:2]1[cH:3][cH:4][c:5]([C:8]2([CH3:34])[NH:9][C:37]([c:38]3[c:39]([O:53][CH2:54][CH3:55])[cH:40][c:41]([Cl:52])[c:42]([S:44](=[O:45])(=[O:46])[N:47]4[CH2:48][CH2:49][CH2:50][CH2:51]4)[cH:43]3)=[N:11][C:12]2([CH3:13])[c:14]2[cH:15][cH:16][c:17]([Cl:20])[cH:18][cH:19]2)[cH:6][cH:7]1. The reactants are 1-Amninocyclohexane-1-carboxylic acid, C(C1=CC=CC=C1)OC(=O)NC1(CCCCC1)CO (1-(benzyloxycarbonylamino)-1-(hydroxymethyl)cyclohexane), C(N)([O-])=O (carbamate), C(C1=CC=CC=C1)OC(=O)N (benzyloxycarbonylamine), C(C1=CC=CC=C1)OC(=O)NC1(CCCCC1)C(=O)O (1-(Benzyloxycarbonylamino)cyclohexane-1-carboxylic acid). The product is NC1(CCCCC1)CO (1-amino-1-(hydroxymethyl)cyclohexane). RXN SMILES: C(OC(N)=O)C1C=CC=CC=1.C(OC([NH:22][C:23]1([C:29](O)=[O:30])[CH2:28][CH2:27][CH2:26][CH2:25][CH2:24]1)=O)C1C=CC=CC=1.C(OC(NC1(CO)CCCCC1)=O)C1C=CC=CC=1.C(=O)([O-])N>>[NH2:22][C:23]1([CH2:29][OH:30])[CH2:28][CH2:27][CH2:26][CH2:25][CH2:24]1. Reported procedure: 1-Amninocyclohexane-1-carboxylic acid was protected as the benzyloxycarbonylamine according to Method B1a, Step 1. 1-(Benzyloxycarbonylamino)cyclohexane-1-carboxylic acid was reduced to 1-(benzyloxycarbonylamino)-1-(hydroxymethyl)cyclohexane according to Method B1a, Step 2. The carbamate was deprotected according to Method B1a, Step 3 to give 1-amino-1-(hydroxymethyl)cyclohexane. The 2-hydroxyethylamine was sequentially treated with SOCl2 and 2-methyl-4-nitrophenyl isothiocyanate according to Me... The reactants are CC(C(=O)O)(CC1=CC(=C(C(=C1)Br)OCC1=CC(=CC=C1)C(F)(F)F)Br)NC(=O)OC(C)(C)C (methyl-2-tert-butoxycarbonylamino-3-[3,5-dibromo-4-(3-trifluormethylbenzyloxy)phenyl]propionic acid), methyl-2-tert-butoxycarbonylamino-3-(3,5-dibromo-4-hydroxyphenyl) propionate, C([O-])([O-])=O.[K+].[K+] (potassium carbonate), FC(C=1C=C(CBr)C=CC1)(F)F (3-trifluormethyl benzylbromide). Solvent: CC(=O)C (acetone). Yields the product NC(C(=O)O)CC1=CC(=C(C(=C1)Br)OCC1=CC(=CC=C1)C(F)(F)F)Br (2-amino-3-[3,5-dibromo-4-(3-trifluormethylbenzyloxy)phenyl]propionic acid). Isolated yield 9.0%. Reaction SMILES: C(=O)([O-])[O-].[K+].[K+].FC(F)(F)C1C=C(C=CC=1)CBr.C[C:20]([NH:45]C(OC(C)(C)C)=O)([CH2:24][C:25]1[CH:30]=[C:29]([Br:31])[C:28]([O:32][CH2:33][C:34]2[CH:39]=[CH:38][CH:37]=[C:36]([C:40]([F:43])([F:42])[F:41])[CH:35]=2)=[C:27]([Br:44])[CH:26]=1)[C:21]([OH:23])=[O:22]>CC(C)=O>[NH2:45][CH:20]([CH2:24][C:25]1[CH:26]=[C:27]([Br:44])[C:28]([O:32][CH2:33][C:34]2[CH:39]=[CH:38][CH:37]=[C:36]([C:40]([F:42])([F:41])[F:43])[CH:35]=2)=[C:29]([Br:31])[CH:30]=1)[C:21]([OH:23])=[O:22] |f:0.1.2|. Procedure details: To a stirred mixture of methyl-2-tert-butoxycarbonylamino-3-(3,5-dibromo-4-hydroxyphenyl) propionate (0.20 g, 0.44 mmol), potassium carbonate (0.15 g, 1.1 mmol) and acetone (15 mL) was added 3-trifluormethyl benzylbromide (0.26 g, 1.1 mmol). The procedure followed was the same as described in Example 1, but the isolation on column chromatography of the intermediate methyl-2-tert-butoxycarbonylamino-3-[3,5-dibromo-4-(3-trifluormethylbenzyloxy)phenyl]propionic acid was not done. Purification of th... Product: CCOC(=O)C=CC(C)Oc1ccc(Oc2ccc(C(F)(F)F)cc2)cc1. Reaction SMILES: [Br:19][CH:20]([CH:21]=[CH:22][C:23](=[O:24])[O:25][CH2:26][CH3:27])[CH3:28].[C:29](=[O:30])([O-:31])[O-:32].[CH3:35][CH2:36][OH:37].[F:1][C:2]([c:3]1[cH:4][cH:5][c:6]([O:7][c:8]2[cH:9][cH:10][c:11]([OH:14])[cH:12][cH:13]2)[cH:15][cH:16]1)([F:17])[F:18].[K+:33].[K+:34]>>[F:1][C:2]([c:3]1[cH:4][cH:5][c:6]([O:7][c:8]2[cH:9][cH:10][c:11]([O:14][CH:20]([CH:21]=[CH:22][C:23](=[O:24])[O:25][CH2:26][CH3:27])[CH3:28])[cH:12][cH:13]2)[cH:15][cH:16]1)([F:17])[F:18]. The reactants are CCOC(=O)C=CC(C)Br, O=C([O-])[O-], CCO, Oc1ccc(Oc2ccc(C(F)(F)F)cc2)cc1, [K+], [K+].